From a dataset of the Open Reaction Database (ORD), a public repository of structured organic reaction records. describe an organic reaction: reactants, conditions, products, and yield Product: Cc1cc(C(=O)Nc2ccc(C(=O)c3ccc4c(c3)NC(=O)C4=CNc3ccc(N4CCOCC4)cc3)cc2)n(C)n1. RXN SMILES: [CH2:44]1[O:45][CH2:46][CH2:47][CH2:48]1.[NH2:31][c:32]1[cH:33][cH:34][c:35]([N:38]2[CH2:39][CH2:40][O:41][CH2:42][CH2:43]2)[cH:36][cH:37]1.[OH:1][CH:2]=[C:3]1[C:4](=[O:30])[NH:5][c:6]2[cH:7][c:8]([C:12](=[O:13])[c:14]3[cH:15][cH:16][c:17]([NH:20][C:21](=[O:22])[c:23]4[n:24]([CH3:29])[n:25][c:26]([CH3:28])[cH:27]4)[cH:18][cH:19]3)[cH:9][cH:10][c:11]21>>[CH:2](=[C:3]1[C:4](=[O:30])[NH:5][c:6]2[cH:7][c:8]([C:12](=[O:13])[c:14]3[cH:15][cH:16][c:17]([NH:20][C:21](=[O:22])[c:23]4[n:24]([CH3:29])[n:25][c:26]([CH3:28])[cH:27]4)[cH:18][cH:19]3)[cH:9][cH:10][c:11]21)[NH:31][c:32]1[cH:33][cH:34][c:35]([N:38]2[CH2:39][CH2:40][O:41][CH2:42][CH2:43]2)[cH:36][cH:37]1. The reactants are C1CCOC1, Nc1ccc(N2CCOCC2)cc1, Cc1cc(C(=O)Nc2ccc(C(=O)c3ccc4c(c3)NC(=O)C4=CO)cc2)n(C)n1. The reactants are O (Water), C(C)OCCCl (2-chloroethyl ethyl ether), C([O-])([O-])=O.[K+].[K+] (potassium carbonate), C([O-])([O-])=O.[K+].[K+] (Potassium carbonate), OC=1C(=NC=CC1)C (3-hydroxy-2-methylpyridine), C(C)OCCCl (2-chloroethyl ethyl ether). The solvent is C(C)(=O)OCC (ethyl acetate), CN(C)C=O (DMF). Reaction conditions: temperature 70 celsius, time 8 hour. Yields the product C(C)OCCOC=1C(=NC=CC1)C (3-(2-Ethoxyethoxy)-2-methylpyridine). Isolated yield 74.7%. Reaction SMILES: C(=O)([O-])[O-].[K+].[K+].[OH:7][C:8]1[C:9]([CH3:14])=[N:10][CH:11]=[CH:12][CH:13]=1.[CH2:15]([O:17][CH2:18][CH2:19]Cl)[CH3:16].O>CN(C=O)C.C(OCC)(=O)C>[CH2:15]([O:17][CH2:18][CH2:19][O:7][C:8]1[C:9]([CH3:14])=[N:10][CH:11]=[CH:12][CH:13]=1)[CH3:16] |f:0.1.2|. Procedure: Potassium carbonate (2.20 g, 15.9 mmol) was added to a stirred solution of 3-hydroxy-2-methylpyridine (1.45 g, 13.3 mmol) and 2-chloroethyl ethyl ether (1.75 mL, 15.9 mmol) in DMF (7 mL) and the mixture was stirred at 70° C. overnight. The reaction was not complete and additional 2-chloroethyl ethyl ether (1 equiv.) and potassium carbonate (1 equiv.) were added and the mixture was stirred at 85° C. for 8 h. Water and ethyl acetate were added and the aqueous layer was extracted with ethyl acetate... The reactants are C1(=CC=C(C=C1)C(=O)Cl)C1=CC=CC=C1 (4-biphenylcarbonyl chloride), N (ammonia). Run in C(Cl)(Cl)Cl (chloroform). Product: C1(=CC=CC=C1)C1=CC=C(C(=O)N)C=C1 (4-Phenylbenzamide). Reaction SMILES: [C:1]1([C:10]2[CH:15]=[CH:14][CH:13]=[CH:12][CH:11]=2)[CH:6]=[CH:5][C:4]([C:7](Cl)=[O:8])=[CH:3][CH:2]=1.[NH3:16]>C(Cl)(Cl)Cl>[C:10]1([C:1]2[CH:6]=[CH:5][C:4]([C:7]([NH2:16])=[O:8])=[CH:3][CH:2]=2)[CH:15]=[CH:14][CH:13]=[CH:12][CH:11]=1. Procedure: A mixture of 27 g (0.12 mole) of 4-biphenylcarbonyl chloride and 300 ml of AR chloroform was saturated with anhydrous ammonia while maintaining a temperature of 20°. Following the 20 min. addition the white precipitate was collected, washed with cold water and oven-dried (60°) to give 23.5 g, m.p. shrinks 228°, melts 230°-233°.